The task is: describe an organic reaction: reactants, conditions, products, and yield. This data is from the Open Reaction Database (ORD), a public repository of structured organic reaction records. Reactants: FC(F)(F)c1ccc(CBr)o1, CN(C)C=O, Cc1ccc2c(c1)C1(COc3cc4c(cc31)OCO4)C(=O)N2, [H-], [Na+]. Yields the product Cc1ccc2c(c1)C1(COc3cc4c(cc31)OCO4)C(=O)N2Cc1ccc(C(F)(F)F)o1. As a reaction SMILES: [Br:25][CH2:26][c:27]1[o:28][c:29]([C:32]([F:33])([F:34])[F:35])[cH:30][cH:31]1.[CH3:36][N:37]([CH3:38])[CH:39]=[O:40].[CH3:3][c:4]1[cH:5][c:6]2[c:7]([cH:8][cH:9]1)[NH:10][C:11](=[O:24])[C:12]21[CH2:13][O:14][c:15]2[c:16]1[cH:17][c:18]1[c:19]([cH:23]2)[O:20][CH2:21][O:22]1.[H-:1].[Na+:2]>>[CH3:3][c:4]1[cH:5][c:6]2[c:7]([cH:8][cH:9]1)[N:10]([CH2:26][c:27]1[o:28][c:29]([C:32]([F:33])([F:34])[F:35])[cH:30][cH:31]1)[C:11](=[O:24])[C:12]21[CH2:13][O:14][c:15]2[c:16]1[cH:17][c:18]1[c:19]([cH:23]2)[O:20][CH2:21][O:22]1. Starting materials: BrC=1C=NC=2N(C1)N=C(C2C#N)C2=CC=C(C=C2)OC2=CC=CC=C2 (6-bromo-2-(4-phenoxyphenyl)pyrazolo[1,5-a]pyrimidine-3-carbonitrile), OC=1C=C(C=CC1)B(O)O (3-hydroxyphenylboronic acid), C(=O)([O-])[O-].[Na+].[Na+] (Na2CO3). The reagents and catalysts are C=1C=CC(=CC1)[P](C=2C=CC=CC2)(C=3C=CC=CC3)[Pd]([P](C=4C=CC=CC4)(C=5C=CC=CC5)C=6C=CC=CC6)([P](C=7C=CC=CC7)(C=8C=CC=CC8)C=9C=CC=CC9)[P](C=1C=CC=CC1)(C=1C=CC=CC1)C=1C=CC=CC1 (Pd(PPh3)4). The solvent is O1CCOCC1 (dioxane), O (H2O). Conditions: temperature 65 celsius, time 16 hour. Yields the product OC=1C=C(C=CC1)C=1C=NC=2N(C1)N=C(C2C#N)C2=CC=C(C=C2)OC2=CC=CC=C2 (6-(3-hydroxyphenyl)-2-(4-phenoxyphenyl) pyrazolo[1,5-a]pyrimidine-3-carbonitrile). Isolated yield 61.8%. Reaction SMILES: Br[C:2]1[CH:3]=[N:4][C:5]2[N:6]([N:8]=[C:9]([C:13]3[CH:18]=[CH:17][C:16]([O:19][C:20]4[CH:25]=[CH:24][CH:23]=[CH:22][CH:21]=4)=[CH:15][CH:14]=3)[C:10]=2[C:11]#[N:12])[CH:7]=1.[OH:26][C:27]1[CH:28]=[C:29](B(O)O)[CH:30]=[CH:31][CH:32]=1.C([O-])([O-])=O.[Na+].[Na+]>O1CCOCC1.O.C1C=CC([P]([Pd]([P](C2C=CC=CC=2)(C2C=CC=CC=2)C2C=CC=CC=2)([P](C2C=CC=CC=2)(C2C=CC=CC=2)C2C=CC=CC=2)[P](C2C=CC=CC=2)(C2C=CC=CC=2)C2C=CC=CC=2)(C2C=CC=CC=2)C2C=CC=CC=2)=CC=1>[OH:26][C:27]1[CH:32]=[C:31]([C:2]2[CH:3]=[N:4][C:5]3[N:6]([N:8]=[C:9]([C:13]4[CH:18]=[CH:17][C:16]([O:19][C:20]5[CH:25]=[CH:24][CH:23]=[CH:22][CH:21]=5)=[CH:15][CH:14]=4)[C:10]=3[C:11]#[N:12])[CH:7]=2)[CH:30]=[CH:29][CH:28]=1 |f:2.3.4,^1:52,54,73,92|. Procedure: To a solution of 6-bromo-2-(4-phenoxyphenyl)pyrazolo[1,5-a]pyrimidine-3-carbonitrile (782 mg, 2.0 mmol) in dioxane (10 mL) and H2O (10 mL) was added 3-hydroxyphenylboronic acid (276 mg, 2.0 mmol), Pd(PPh3)4 (240 mg, 0.2 mmol) and Na2CO3 (424 mg, 4.0 mmol). After stirring at 65° C. under N2 for 16 hr, the mixture was concentrated and 100 mL of DCM, 10 mL of CH3OH, 100 mL of H2O were added. Organic layers were separated from aqueous layers and dried over Na2SO4 and purified by chromatography colum... Starting materials: C(C(CO)(CO)N)O.Cl (Tris-HCl), 500, SC[C@@H](O)[C@H](O)CS (DTT), OP(OP(O)(OP(O)(O)=O)=O)(OC[C@@H]1[C@@H](O)C[C@H](N2C(NC(C(C)=C2)=O)=O)O1)=O (dTTP), [Cl-].[Cl-].[Ca+2] (CaCl2), 81, SC[C@@H](O)[C@H](O)CS (dithiothreitol), C(C(CO)(CO)N)O.Cl (Tris-HCl), [Mg+2].[Cl-].[Cl-] (MgCl2), [Na+].[Cl-] (NaCl), [As]([O-])(=O)(C)C.[Na+] (sodium cacodylate). The solvent is solution. Reaction conditions: time 6 hour. Yields the product CC1=CN(C(=O)NC1=O)[C@H]2C[C@@H]([C@H](O2)COP(=O)(O)O)O (poly(dT)). RXN SMILES: C(O)C(N)(CO)CO.Cl.[Mg+2].[Cl-].[Cl-].[Na+].[Cl-].[OH:15][P:16](=[O:43])([O:26][CH2:27][C@H:28]1[O:42][C@@H:32]([N:33]2[CH:39]=[C:37]([CH3:38])[C:36](=[O:40])[NH:35][C:34]2=[O:41])[CH2:31][C@@H:29]1[OH:30])[O:17]P(=O)(OP(=O)(O)O)O.[As](C)(C)(=O)[O-].[Na+].[Cl-].[Cl-].[Ca+2].SC[C@H]([C@@H](CS)O)O>>[CH3:38][C:37]1[C:36](=[O:40])[NH:35][C:34](=[O:41])[N:33]([C@@H:32]2[O:42][C@H:28]([CH2:27][O:26][P:16]([OH:17])([OH:43])=[O:15])[C@@H:29]([OH:30])[CH2:31]2)[CH:39]=1 |f:0.1,2.3.4,5.6,8.9,10.11.12|. Procedure: To 300 μl of a solution comprising 10 mM Tris-HCl (pH 7.5), 6 mM MgCl2 and 10 mM NaCl, there was added 400 μg of pCDV1 [Okayama & Berg: Mol. Cell. Biol., 3, 280 (1983)] and, after further addition of 500 units of KpnI, the reaction was carried out at 37° C. for 6 hours, whereby the plasmid was cleaved at the KpnI site. The DNA was recovered by phenol-chloroform extraction and ethanol precipitation. About 200 μg of the KpnI-cleaved DNA was added to 200 μl of a solution prepared by adding dTTP in ... Reactants: CS(C)=O, CS(=O)(=O)c1ccc(F)c([N+](=O)[O-])c1, NC1CCN(Cc2ccccc2)CC1, [Na+], [Na+], O=C([O-])[O-]. Yields the product CS(=O)(=O)c1ccc(NC2CCN(Cc3ccccc3)CC2)c([N+](=O)[O-])c1. RXN SMILES: [CH3:35][S:36]([CH3:37])=[O:38].[F:15][c:16]1[c:17]([N+:26](=[O:27])[O-:28])[cH:18][c:19]([S:22](=[O:23])(=[O:24])[CH3:25])[cH:20][cH:21]1.[NH2:1][CH:2]1[CH2:3][CH2:4][N:5]([CH2:8][c:9]2[cH:10][cH:11][cH:12][cH:13][cH:14]2)[CH2:6][CH2:7]1.[Na+:29].[Na+:30].[O-:31][C:32](=[O:33])[O-:34]>>[NH:1]([CH:2]1[CH2:3][CH2:4][N:5]([CH2:8][c:9]2[cH:10][cH:11][cH:12][cH:13][cH:14]2)[CH2:6][CH2:7]1)[c:16]1[c:17]([N+:26](=[O:27])[O-:28])[cH:18][c:19]([S:22](=[O:23])(=[O:24])[CH3:25])[cH:20][cH:21]1. The reactants are CC1(C([C@H](CC[C@@H]1C)C)=O)C ((+)-(3S,6S)-2,2,3,6-tetramethyl-1-cyclohexanone), CC1(C([C@@H](CC[C@H]1C)C)=O)C ((-)-(3R,6R)-2,2,3,6-tetramethyl-1-cyclohexanone), epoxide, CC1(C(C(CCC1C)C)=O)C (2,2,3,6-tetramethyl-1-cyclohexanone). Product: epoxide, CC1([C@]2(CO2)[C@H](CC[C@@H]1C)C)C ((+)-(3S,5S,8S)-4,4,5,8-tetramethyl-1-oxaspiro[2.5]octane), CC1([C@@]2(CO2)[C@@H](CC[C@H]1C)C)C ((-)-(3R,5R,8R)-4,4,5,8-tetramethyl-1-oxaspiro[2.5]octane). RXN SMILES: [CH3:1][C:2]1([CH3:11])[CH:7]([CH3:8])[CH2:6][CH2:5][CH:4]([CH3:9])[C:3]1=[O:10].[CH3:12][C:13]1([CH3:22])[C@@H:18]([CH3:19])[CH2:17][CH2:16][C@H:15]([CH3:20])[C:14]1=[O:21].[CH3:23]C1(C)[C@H](C)CC[C@@H](C)C1=O>>[CH3:11][C:2]1([CH3:1])[C@@H:7]([CH3:8])[CH2:6][CH2:5][C@H:4]([CH3:9])[C@@:3]21[O:10][CH2:12]2.[CH3:22][C:13]1([CH3:12])[C@H:18]([CH3:19])[CH2:17][CH2:16][C@@H:15]([CH3:20])[C@:14]21[O:21][CH2:23]2. Procedure details: Prepared according to the general method described, starting from 2,2,3,6-tetramethyl-1-cyclohexanone (mixture trans/cis: 85/15%) under the conditions described in published European patent application No. 0 374 509. The analytical data for this epoxide are described therein. When using as starting product (+)-(3S,6S)-2,2,3,6-tetramethyl-1-cyclohexanone ([α]20D =+52.2°) or, respectively (-)-(3R,6R)-2,2,3,6-tetramethyl-1-cyclohexanone ([α]20D =-50.7°), there were obtained the optically active iso... Yields the product O=C(Oc1ccc(Oc2ccc(C(F)(F)F)cn2)cc1)N1CCN(CCc2cccs2)CC1, Cl. RXN SMILES: [Br-:35].[Cl:1][C:2](=[O:3])[O:4][c:5]1[cH:6][cH:7][c:8]([O:11][c:12]2[n:13][cH:14][c:15]([C:18]([F:19])([F:20])[F:21])[cH:16][cH:17]2)[cH:9][cH:10]1.[K+:36].[s:22]1[c:23]([CH2:27][CH2:28][N:29]2[CH2:30][CH2:31][NH:32][CH2:33][CH2:34]2)[cH:24][cH:25][cH:26]1>>[C:2](=[O:3])([O:4][c:5]1[cH:6][cH:7][c:8]([O:11][c:12]2[n:13][cH:14][c:15]([C:18]([F:19])([F:20])[F:21])[cH:16][cH:17]2)[cH:9][cH:10]1)[N:32]1[CH2:31][CH2:30][N:29]([CH2:28][CH2:27][c:23]2[s:22][cH:26][cH:25][cH:24]2)[CH2:34][CH2:33]1.[ClH:1]. Starting materials: [Br-], O=C(Cl)Oc1ccc(Oc2ccc(C(F)(F)F)cn2)cc1, [K+], c1csc(CCN2CCNCC2)c1. Starting materials: NC1=NC(=CC(=N1)C1=CC=C2C(=NNC2=C1)N)S(=O)(=O)C (6-[2-amino-6-(methylsulfonyl)-4-pyrimidinyl]-1H-indazol-3-amine), FC=1C=C(C=CC1)CCN (2-(3-fluorophenyl)ethanamine), CCN(C(C)C)C(C)C (Hunig's base). Solvent: CN1CCCC1=O (NMP). Run at temperature 160 celsius. Product: NC1=NNC2=CC(=CC=C12)C1=CC(=NC(=N1)N)NCCC1=CC(=CC=C1)F (6-(3-Amino-1H-indazol-6-yl)-N4-[2-(3-fluorophenyl)ethyl]-2,4-pyrimidinediamine). Isolated yield 44.5%. RXN SMILES: [NH2:1][C:2]1[N:7]=[C:6]([C:8]2[CH:16]=[C:15]3[C:11]([C:12]([NH2:17])=[N:13][NH:14]3)=[CH:10][CH:9]=2)[CH:5]=[C:4](S(C)(=O)=O)[N:3]=1.[F:22][C:23]1[CH:24]=[C:25]([CH2:29][CH2:30][NH2:31])[CH:26]=[CH:27][CH:28]=1.CCN(C(C)C)C(C)C>CN1C(=O)CCC1>[NH2:17][C:12]1[C:11]2[C:15](=[CH:16][C:8]([C:6]3[N:7]=[C:2]([NH2:1])[N:3]=[C:4]([NH:31][CH2:30][CH2:29][C:25]4[CH:26]=[CH:27][CH:28]=[C:23]([F:22])[CH:24]=4)[CH:5]=3)=[CH:9][CH:10]=2)[NH:14][N:13]=1. Procedure details: A mixture of 6-[2-amino-6-(methylsulfonyl)-4-pyrimidinyl]-1H-indazol-3-amine (300 mg, 0.99 mmol), 2-(3-fluorophenyl)ethanamine (300 mg, 2.16 mmol), and Hunig's base (2 mL) in NMP (3 mL) was heated for 2 hours at 160° C. for in a BiotageInitiator® microwave synthesizer. Upon cooling, the mixture was decanted to remove the solids, and the resulting solution was concentrated to dryness. The crude material was purified by RPHPLC to afford the title compound (160 mg) as a yellow solid. LC-MS (ES) m/z... Reactants: ClC=1C=CC(=C(C1)NC1=NC=C(C#N)C=C1)[N+](=O)[O-] (6-[(5-chloro-2-nitrophenyl)amino]nicotinonitrile), intermediate, [Cl-].[NH4+] (ammonium chloride). The reagents and catalysts are [Fe] (iron). Run in C(C)O (ethanol). Run at temperature 100 celsius. Yields the product NC1=C(C=C(C=C1)Cl)NC1=NC=C(C#N)C=C1 (6-[(2-amino-5-chlorophenyl)amino]nicotinonitrile). As a reaction SMILES: [Cl:1][C:2]1[CH:3]=[CH:4][C:5]([N+:17]([O-])=O)=[C:6]([NH:8][C:9]2[CH:16]=[CH:15][C:12]([C:13]#[N:14])=[CH:11][N:10]=2)[CH:7]=1.[Cl-].[NH4+]>C(O)C.[Fe]>[NH2:17][C:5]1[CH:4]=[CH:3][C:2]([Cl:1])=[CH:7][C:6]=1[NH:8][C:9]1[CH:16]=[CH:15][C:12]([C:13]#[N:14])=[CH:11][N:10]=1 |f:1.2|. Procedure: To a well stirred solution of step 1 intermediate (2.5 g, 9.1 mmol) in ethanol (45 ml), aqueous solution of ammonium chloride (4.87 g, 91.0 mmol) was added and the reaction mixture was refluxed at 100° C. After 15 minutes iron powder (1.5 g, 27 mmol) was added to it portionwise and was further refluxed for 2 h. After the completion of reaction, excess of ethanol was evaporated under reduced pressure; the reaction mixture was diluted with chloroform (200 ml) and filtered through celite bed. The c...